Dataset: the Open Reaction Database (ORD), a public repository of structured organic reaction records. Task: describe an organic reaction: reactants, conditions, products, and yield Solvent: O1CCCC1 (tetrahydrofuran), CC(=O)C (acetone), CC(=O)C (acetone). Procedure: A mixture of 7.1 g. of 2,3,4,4a-tetrahydro-3-methyl- 1H-pyrazino[1,2-a]quinoxalin-5(6H)-one, 3.5 g. of lithium aluminum hydride and 450 ml. of dry tetrahydrofuran is refluxed for 20 hours under a nitrogen atmosphere. The mixture is cooled and 20 ml. of concentrated ammonium hydroxide is carefully added. The mixture is filtered and the filter cake is washed with isopropanol. The filtrate is concentrated to give 5.7 g. of product as a viscous oil. A 3.5 g. portion is dissolved in acetone and treat... Reaction SMILES: [CH3:1][N:2]1[CH2:16][CH2:15][N:5]2[C:6]3[C:11]([NH:12][C:13](=O)[CH:4]2[CH2:3]1)=[CH:10][CH:9]=[CH:8][CH:7]=3.[H-].[Al+3].[Li+].[H-].[H-].[H-].[OH-].[NH4+].C(O)(=O)/C=C/C(O)=O>CC(C)=O.O1CCCC1>[CH3:1][N:2]1[CH2:16][CH2:15][N:5]2[C:6]3[C:11]([NH:12][CH2:13][CH:4]2[CH2:3]1)=[CH:10][CH:9]=[CH:8][CH:7]=3 |f:1.2.3.4.5.6,7.8|. Starting materials: CN1CC2N(C3=CC=CC=C3NC2=O)CC1 (2,3,4,4a-tetrahydro-3-methyl- 1H-pyrazino[1,2-a]quinoxalin-5(6H)-one), C(\C=C\C(=O)O)(=O)O (fumaric acid), C(\C=C\C(=O)O)(=O)O (fumaric acid), [H-].[Al+3].[Li+].[H-].[H-].[H-] (lithium aluminum hydride), [OH-].[NH4+] (ammonium hydroxide). The product is CN1CC2N(C3=CC=CC=C3NC2)CC1 (2,3,4,4a,5,6-Hexahydro-3 -methyl-1H-pyrazino[1,2-a]quinoxaline).